From a dataset of the Open Reaction Database (ORD), a public repository of structured organic reaction records. describe an organic reaction: reactants, conditions, products, and yield Reactants: C1COCCO1, Cl, COc1cn(-c2ccc(I)cc2F)nc(-c2ccnn2-c2ccccc2)c1=O, FC1(F)CCCNC1, [Na+], O=C([O-])O, O=C(C=Cc1ccccc1)C=Cc1ccccc1, O=C(C=Cc1ccccc1)C=Cc1ccccc1, O=C(C=Cc1ccccc1)C=Cc1ccccc1, [Pd], [Pd]. Product: COc1cn(-c2ccc(N3CCCC(F)(F)C3)cc2F)nc(-c2ccnn2-c2ccccc2)c1=O. Reaction SMILES: [CH2:38]1[O:39][CH2:40][CH2:41][O:42][CH2:43]1.[ClH:29].[F:1][c:2]1[c:3](-[n:9]2[n:10][c:11](-[c:18]3[cH:19][cH:20][n:21][n:22]3-[c:23]3[cH:24][cH:25][cH:26][cH:27][cH:28]3)[c:12](=[O:17])[c:13]([O:15][CH3:16])[cH:14]2)[cH:4][cH:5][c:6]([I:8])[cH:7]1.[F:30][C:31]1([F:37])[CH2:32][NH:33][CH2:34][CH2:35][CH2:36]1.[Na+:48].[O-:44][C:45]([OH:46])=[O:47].[O:51]=[C:52]([CH:53]=[CH:54][c:55]1[cH:56][cH:57][cH:58][cH:59][cH:60]1)[CH:61]=[CH:62][c:63]1[cH:64][cH:65][cH:66][cH:67][cH:68]1.[O:69]=[C:70]([CH:71]=[CH:72][c:73]1[cH:74][cH:75][cH:76][cH:77][cH:78]1)[CH:79]=[CH:80][c:81]1[cH:82][cH:83][cH:84][cH:85][cH:86]1.[O:87]=[C:88]([CH:89]=[CH:90][c:91]1[cH:92][cH:93][cH:94][cH:95][cH:96]1)[CH:97]=[CH:98][c:99]1[cH:100][cH:101][cH:102][cH:103][cH:104]1.[Pd:49].[Pd:50]>>[F:1][c:2]1[c:3](-[n:9]2[n:10][c:11](-[c:18]3[cH:19][cH:20][n:21][n:22]3-[c:23]3[cH:24][cH:25][cH:26][cH:27][cH:28]3)[c:12](=[O:17])[c:13]([O:15][CH3:16])[cH:14]2)[cH:4][cH:5][c:6]([N:33]2[CH2:32][C:31]([F:30])([F:37])[CH2:36][CH2:35][CH2:34]2)[cH:7]1. Reactants: CN(C)C=O, Cc1cc(Cl)c([N+](=O)[O-])c(Cl)n1, CC(C)(C)OC(=O)NCCCCN. Yields the product Cc1cc(NCCCCNC(=O)OC(C)(C)C)c([N+](=O)[O-])c(Cl)n1. As a reaction SMILES: [CH3:26][N:27]([CH3:28])[CH:29]=[O:30].[Cl:14][c:15]1[n:16][c:17]([CH3:25])[cH:18][c:19]([Cl:24])[c:20]1[N+:21](=[O:22])[O-:23].[NH2:1][CH2:2][CH2:3][CH2:4][CH2:5][NH:6][C:7]([O:8][C:9]([CH3:10])([CH3:11])[CH3:12])=[O:13]>>[NH:1]([CH2:2][CH2:3][CH2:4][CH2:5][NH:6][C:7]([O:8][C:9]([CH3:10])([CH3:11])[CH3:12])=[O:13])[c:19]1[cH:18][c:17]([CH3:25])[n:16][c:15]([Cl:14])[c:20]1[N+:21](=[O:22])[O-:23].